From a dataset of the Open Reaction Database (ORD), a public repository of structured organic reaction records. describe an organic reaction: reactants, conditions, products, and yield The reactants are NC=1SC=C(N1)C(C(=O)OCC)=NOCCCC (ethyl 2-(2-aminothiazol-4-yl)-2-n-butoxyimino-acetate), C(C1=CC=CC=C1)(C1=CC=CC=C1)(C1=CC=CC=C1)Cl (trityl chloride). Yields the product C(CCC)ON=C(C(=O)O)C=1N=C(SC1)NC(C1=CC=CC=C1)(C1=CC=CC=C1)C1=CC=CC=C1 (2-n-butoxyimino-2-(2-tritylaminothiazol-4-yl)-acetic acid). The yield is 58.6%. As a reaction SMILES: [NH2:1][C:2]1[S:3][CH:4]=[C:5]([C:7](=[N:13][O:14][CH2:15][CH2:16][CH2:17][CH3:18])[C:8]([O:10]CC)=[O:9])[N:6]=1.[C:19](Cl)([C:32]1[CH:37]=[CH:36][CH:35]=[CH:34][CH:33]=1)([C:26]1[CH:31]=[CH:30][CH:29]=[CH:28][CH:27]=1)[C:20]1[CH:25]=[CH:24][CH:23]=[CH:22][CH:21]=1>>[CH2:15]([O:14][N:13]=[C:7]([C:5]1[N:6]=[C:2]([NH:1][C:19]([C:20]2[CH:25]=[CH:24][CH:23]=[CH:22][CH:21]=2)([C:32]2[CH:33]=[CH:34][CH:35]=[CH:36][CH:37]=2)[C:26]2[CH:27]=[CH:28][CH:29]=[CH:30][CH:31]=2)[S:3][CH:4]=1)[C:8]([OH:10])=[O:9])[CH2:16][CH2:17][CH3:18]. Procedure: Stages 4 and 5: 35.2 g (0.13 mole) of ethyl 2-(2-aminothiazol-4-yl)-2-n-butoxyimino-acetate are tritylated with 44.6 g (0.155 mole) of trityl chloride (97% pure) analogously to Example 4, stage 4, and the product is split, without further purification, as described in Example 4, stage 5, to give 37 g of 2-n-butoxyimino-2-(2-tritylaminothiazol-4-yl)-acetic acid. The reactants are Cc1ccsc1Br, C#Cc1ccc(CCC(=O)OC)cc1. The product is COC(=O)CCc1ccc(C#Cc2sccc2C)cc1. Reaction SMILES: [Br:15][c:16]1[s:17][cH:18][cH:19][c:20]1[CH3:21].[C:1](#[CH:2])[c:3]1[cH:4][cH:5][c:6]([CH2:9][CH2:10][C:11](=[O:12])[O:13][CH3:14])[cH:7][cH:8]1>>[C:1](#[C:2][c:16]1[s:17][cH:18][cH:19][c:20]1[CH3:21])[c:3]1[cH:4][cH:5][c:6]([CH2:9][CH2:10][C:11](=[O:12])[O:13][CH3:14])[cH:7][cH:8]1. Starting materials: [N+](=O)([O-])C1=C2C=CC(=NC2=CC=C1)Cl (5-nitro-2-chloroquinoline), FC(OC1=C(CN)C=CC=C1)(F)F (2-(trifluoromethoxy)benzylamine). Product: FC(OC1=C(CNC2=NC=3C=CC=C(C3C=C2)N)C=CC=C1)(F)F (N2-(2-Trifluoromethoxy-benzyl)-quinoline-2,5-diamine). Reaction SMILES: [N+:1]([C:4]1[CH:13]=[CH:12][CH:11]=[C:10]2[C:5]=1[CH:6]=[CH:7][C:8](Cl)=[N:9]2)([O-])=O.[F:15][C:16]([F:27])([F:26])[O:17][C:18]1[CH:25]=[CH:24][CH:23]=[CH:22][C:19]=1[CH2:20][NH2:21]>>[F:15][C:16]([F:26])([F:27])[O:17][C:18]1[CH:25]=[CH:24][CH:23]=[CH:22][C:19]=1[CH2:20][NH:21][C:8]1[CH:7]=[CH:6][C:5]2[C:4]([NH2:1])=[CH:13][CH:12]=[CH:11][C:10]=2[N:9]=1. Reported procedure: The title compound, MS: m/e=334.3 (M+H+), was prepared in accordance with the general method of example 1 from 5-nitro-2-chloroquinoline and 2-(trifluoromethoxy)benzylamine. Starting materials: C(C1=CC=CC=C1)OC1=C(C=CC=C1C(C)(C)C)C(O)C=1C(=C(C=CC1)C1=CC=CC=C1)OC ((2-(Benzyloxy)-3-tert-butylphenyl)(2-methoxybiphenyl-3-yl)methanol). The reagents and catalysts are [O-2].[O-2].[Mn+4] (manganese dioxide). Solvent: ClCCl (dichloromethane). The product is C(C1=CC=CC=C1)OC1=C(C=CC=C1C(C)(C)C)C(=O)C=1C(=C(C=CC1)C1=CC=CC=C1)OC ((2-(Benzyloxy)-3-tert-butylphenyl)(2-methoxybiphenyl-3-yl)methanone). The yield is 59.2%. RXN SMILES: [CH2:1]([O:8][C:9]1[C:14]([C:15]([CH3:18])([CH3:17])[CH3:16])=[CH:13][CH:12]=[CH:11][C:10]=1[CH:19]([C:21]1[C:22]([O:33][CH3:34])=[C:23]([C:27]2[CH:32]=[CH:31][CH:30]=[CH:29][CH:28]=2)[CH:24]=[CH:25][CH:26]=1)[OH:20])[C:2]1[CH:7]=[CH:6][CH:5]=[CH:4][CH:3]=1>ClCCl.[O-2].[O-2].[Mn+4]>[CH2:1]([O:8][C:9]1[C:14]([C:15]([CH3:18])([CH3:17])[CH3:16])=[CH:13][CH:12]=[CH:11][C:10]=1[C:19]([C:21]1[C:22]([O:33][CH3:34])=[C:23]([C:27]2[CH:32]=[CH:31][CH:30]=[CH:29][CH:28]=2)[CH:24]=[CH:25][CH:26]=1)=[O:20])[C:2]1[CH:3]=[CH:4][CH:5]=[CH:6][CH:7]=1 |f:2.3.4|. Procedure: A solution of crude 10 (4.5 mmol) in dichloromethane (80 mL) was treated with manganese dioxide (85%, 6 g, 15 equiv.) and this suspension was stirred at reflux for 6 hr. The solids were filtered out and washed with ethyl acetate. The solvent was removed in a rotary evaporator and the residue was chromatographed on silica (65 g) with 2% ethyl acetate in heptane (3 L). Pure 11 (1.2 g, 59%) was isolated. Starting materials: O=C1CCC1, CC(=O)O[BH-](OC(C)=O)OC(C)=O, C1CCOC1, COC(=O)c1ccc(C)c(-n2cnc3ccc(N4CCNCC4)cc3c2=O)c1, CC(C)[O-], CC(C)[O-], CC(C)[O-], CC(C)[O-], [Na+], O, [Ti+4]. Yields the product COC(=O)c1ccc(C)c(-n2cnc3ccc(N4CCN(CC5CC5)CC4)cc3c2=O)c1. As a reaction SMILES: [C:29]1(=[O:33])[CH2:30][CH2:31][CH2:32]1.[C:34]([O:35][BH-:36]([O:37][C:38](=[O:39])[CH3:40])[O:41][C:42](=[O:43])[CH3:44])(=[O:45])[CH3:46].[CH2:49]1[O:50][CH2:51][CH2:52][CH2:53]1.[CH3:1][c:2]1[c:3](-[n:12]2[cH:13][n:14][c:15]3[cH:16][cH:17][c:18]([N:23]4[CH2:24][CH2:25][NH:26][CH2:27][CH2:28]4)[cH:19][c:20]3[c:21]2=[O:22])[cH:4][c:5]([C:6](=[O:7])[O:8][CH3:9])[cH:10][cH:11]1.[CH3:54][CH:55]([CH3:56])[O-:57].[CH3:59][CH:60]([CH3:61])[O-:62].[CH3:63][CH:64]([CH3:65])[O-:66].[CH3:67][CH:68]([CH3:69])[O-:70].[Na+:47].[OH2:48].[Ti+4:58]>>[CH3:1][c:2]1[c:3](-[n:12]2[cH:13][n:14][c:15]3[cH:16][cH:17][c:18]([N:23]4[CH2:24][CH2:25][N:26]([CH2:29][CH:32]5[CH2:30][CH2:31]5)[CH2:27][CH2:28]4)[cH:19][c:20]3[c:21]2=[O:22])[cH:4][c:5]([C:6](=[O:7])[O:8][CH3:9])[cH:10][cH:11]1.